Dataset: the Open Reaction Database (ORD), a public repository of structured organic reaction records. Task: describe an organic reaction: reactants, conditions, products, and yield Reactants: ClC=1C=CC(=C(C1)N)[N+](=O)[O-] (5-chloro-2-nitrophenylamine), CC(CCC(C)=O)=O (hexane-2,5-dione), C1(=CC=CC=C1)C (Toluene). The reagents and catalysts are OS(=O)(=O)O (H2SO4). Solvent: C1CCOC1 (THF), C(Cl)Cl (CH2Cl2). Conditions: temperature 120 celsius, time 8 hour. Yields the product ClC=1C=CC(=C(C1)N1C(=CC=C1C)C)[N+](=O)[O-] (1-(5-Chloro-2-nitro-phenyl)-2,5-dimethyl-1H-pyrrole). Yield: 25.3%. RXN SMILES: [Cl:1][C:2]1[CH:3]=[CH:4][C:5]([N+:9]([O-:11])=[O:10])=[C:6]([NH2:8])[CH:7]=1.[CH3:12][C:13](=O)[CH2:14][CH2:15][C:16](=O)[CH3:17].C1(C)C=CC=CC=1>C1COCC1.OS(O)(=O)=O.C(Cl)Cl>[Cl:1][C:2]1[CH:3]=[CH:4][C:5]([N+:9]([O-:11])=[O:10])=[C:6]([N:8]2[C:16]([CH3:17])=[CH:15][CH:14]=[C:13]2[CH3:12])[CH:7]=1. Procedure: To a solution of 5-chloro-2-nitrophenylamine (200 mg, 1.15 mmol) and hexane-2,5-dione (326 μL, 2.78 mmol) in THF (3 mL) was added 1 drop of conc H2SO4. Toluene (3 mL) was then added and the reaction was allowed to stir at 120° C. overnight. At this time the reaction was diluted with CH2Cl2 (50 mL), washed with H2O (2×25 mL), dried (Na2SO4) and concentrated in vacuo. Purification by preparative thin layer chromatography (50% EtOAc-hexane) afforded 73 mg (25%) of the title compound as a tan solid....